Dataset: the Open Reaction Database (ORD), a public repository of structured organic reaction records. Task: describe an organic reaction: reactants, conditions, products, and yield Starting materials: Cl.N1CCC1 (azetidine hydrochloride), Cl.C(C)N=C=NCCCN(C)C (1-ethyl-3-(3-dimethylaminopropyl)carbodiimide hydrochloride), ON1N=NC2=C1C=CC=C2 (1-hydroxybenzotriazole), C(C1=CC=CC=C1)(=O)N1CCN(CC1)CC(=O)O ((4-benzoylpiperazin-1-yl)acetic acid), C(O)([O-])=O.[Na+] (sodium hydrogencarbonate). Run in C(C)N(CC)CC (triethylamine), CN(C=O)C (N,N-Dimethylformamide), C(C)(=O)OCC (Ethyl acetate). Conditions: time 66 hour. The product is N1(CCC1)C(CN1CCN(CC1)C(C1=CC=CC=C1)=O)=O (1-(Azetidin-1-yl)-2-(4-benzoylpiperazin-1-yl)ethanone). The yield is 31.6%. Reaction SMILES: [C:1]([N:9]1[CH2:14][CH2:13][N:12]([CH2:15][C:16]([OH:18])=O)[CH2:11][CH2:10]1)(=[O:8])[C:2]1[CH:7]=[CH:6][CH:5]=[CH:4][CH:3]=1.Cl.[NH:20]1[CH2:23][CH2:22][CH2:21]1.Cl.C(N=C=NCCCN(C)C)C.ON1C2C=CC=CC=2N=N1.C(=O)([O-])O.[Na+]>C(OCC)(=O)C.C(N(CC)CC)C.CN(C)C=O>[N:20]1([C:16](=[O:18])[CH2:15][N:12]2[CH2:11][CH2:10][N:9]([C:1](=[O:8])[C:2]3[CH:3]=[CH:4][CH:5]=[CH:6][CH:7]=3)[CH2:14][CH2:13]2)[CH2:23][CH2:22][CH2:21]1 |f:1.2,3.4,6.7|. Reported procedure: Methanol (300 ml) and water (50 ml) were added to (4-benzoylpiperazin-1-yl)acetic acid ethyl ester (8.19 g), and lithium hydroxide (1.34 g) was added thereto with cooling in an ice water bath, followed by stirring for 10 minutes. The reaction mixture was brought to room temperature, followed by stirring for 24 hours. After adding 1N hydrochloric acid (55.9 ml), the reaction mixture was concentrated under reduced pressure, and ethanol (200 ml) was added to the resultant residue. The precipitated ... Reactants: C(C)OC(C[N+](=O)[O-])=O (nitroacetic acid ethyl ester), C[Si](CCO)(C)C (2-(trimethylsily)ethanol), O (water). The reagents and catalysts are CC([O-])C.CC([O-])C.CC([O-])C.CC([O-])C.[Ti+4] (titanium tetraisopropoxide). The solvent is C1=CC=CC=C1 (benzene). Reaction conditions: temperature 40 celsius, time 10 minute. The product is [N+](=O)([O-])CC(=O)OCC[Si](C)(C)C (nitroacetic acid, 2-(trimethylsily)ethyl ester). Yield: 79.0%. RXN SMILES: [CH2:1]([O:3][C:4](=[O:9])[CH2:5][N+:6]([O-:8])=[O:7])[CH3:2].[CH3:10][Si:11](C)([CH3:15])[CH2:12]CO.O>C1C=CC=CC=1.CC(C)[O-].CC(C)[O-].CC(C)[O-].CC(C)[O-].[Ti+4]>[N+:6]([CH2:5][C:4]([O:3][CH2:1][CH2:2][Si:11]([CH3:15])([CH3:12])[CH3:10])=[O:9])([O-:8])=[O:7] |f:4.5.6.7.8|. Reported procedure: To a stirred solution of nitroacetic acid ethyl ester (5.0 g, 37.6 mmol) and 2-(trimethylsily)ethanol (7.27 g, 61 mmol) in dry benzene (100 mL) is added titanium tetraisopropoxide (1.05 q, 3.69 mmol) and the mixture is heated at reflux for 1 hour. The solution is cooled to 40° C. and water (2 mL) is added and stirring is continued for 10 minutes at room temperature. The solvents are evaporated and the residue is taken up in dichloromethane and dried over anhydrous magnesium sulfate. The mixture ... Starting materials: COP(=O)(OC)CNC(C(=O)NCCC(=O)O)CC1=CC=C(C=C1)C1=CC=CC=C1 (N-[2-(dimethylphosphonomethylamino)-3-(4-biphenylyl)-propionyl]-3-aminopropionic acid), C(C1=CC=CC=C1)OC(=O)NCCCCCO (N-benzyloxycarbonyl-5-aminopentanol), ON1N=NC2=C1C=CC=C2 (1-hydroxybenzotriazole), 4-N,N-dimethylaminopyridine, Cl.CN(CCCN=C=NCC)C (N-(3-dimethylaminopropyl)-N'-ethylcarbodiimide hydrochloride). The solvent is CN(C=O)C (dimethyl formamide), CN(C=O)C (DMF). Reaction conditions: time 20 hour. Yields the product compound, COP(=O)(OC)CNC(C(=O)NCCC(=O)OCCCCCNC(=O)OCC1=CC=CC=C1)CC1=CC=C(C=C1)C1=CC=CC=C1 (N-benzyloxycarbonyl-5-aminopentyl N-[2-(dimethylphosphonomethyl amino)-3-(4-biphenylyl)-propionyl]-3-aminopropionate). Reaction SMILES: [CH3:1][O:2][P:3]([CH2:7][NH:8][CH:9]([CH2:18][C:19]1[CH:24]=[CH:23][C:22]([C:25]2[CH:30]=[CH:29][CH:28]=[CH:27][CH:26]=2)=[CH:21][CH:20]=1)[C:10]([NH:12][CH2:13][CH2:14][C:15]([OH:17])=[O:16])=[O:11])([O:5][CH3:6])=[O:4].[CH2:31]([O:38][C:39]([NH:41][CH2:42][CH2:43][CH2:44][CH2:45][CH2:46]O)=[O:40])[C:32]1[CH:37]=[CH:36][CH:35]=[CH:34][CH:33]=1.ON1C2C=CC=CC=2N=N1.Cl.CN(C)CCCN=C=NCC>CN(C)C=O>[CH3:1][O:2][P:3]([CH2:7][NH:8][CH:9]([CH2:18][C:19]1[CH:20]=[CH:21][C:22]([C:25]2[CH:30]=[CH:29][CH:28]=[CH:27][CH:26]=2)=[CH:23][CH:24]=1)[C:10]([NH:12][CH2:13][CH2:14][C:15]([O:17][CH2:46][CH2:45][CH2:44][CH2:43][CH2:42][NH:41][C:39]([O:38][CH2:31][C:32]1[CH:33]=[CH:34][CH:35]=[CH:36][CH:37]=1)=[O:40])=[O:16])=[O:11])([O:5][CH3:6])=[O:4] |f:3.4|. Procedure details: The compound of example 12(g) is prepared as follows: N-[2-(dimethylphosphonomethylamino)-3-(4-biphenylyl)-propionyl]-3-aminopropionic acid (700 mg; 1.61 mmol) in dimethyl formamide (DMF) (10 ml) is treated sequentially with N-benzyloxycarbonyl-5-aminopentanol (400 mg; 1.98 mmol) in DMF (2 ml), 1-hydroxybenzotriazole (HOBT) (265 mg; 1.96 mmol), 4-N,N-dimethylaminopyridine (DMAP) (239 mg; 1.96 mmol) and N-(3-dimethylaminopropyl)-N'-ethylcarbodiimide hydrochloride (EDC) (553 mg; 3.22 mmol). The mi... The reactants are CC(=O)O, CCOC(C)=O, COC(=O)c1cc(OCc2ccccc2)ccc1N, CC(C)(C)OC(=O)N1CCC(=O)CC1. The product is COC(=O)c1cc(OCc2ccccc2)ccc1NC1CCN(C(=O)OC(C)(C)C)CC1. RXN SMILES: [C:34]([OH:35])(=[O:36])[CH3:37].[CH3:38][CH2:39][O:40][C:41]([CH3:42])=[O:43].[NH2:1][c:2]1[c:3]([C:4](=[O:5])[O:6][CH3:7])[cH:8][c:9]([O:12][CH2:13][c:14]2[cH:15][cH:16][cH:17][cH:18][cH:19]2)[cH:10][cH:11]1.[O:20]=[C:21]1[CH2:22][CH2:23][N:24]([C:27](=[O:28])[O:29][C:30]([CH3:31])([CH3:32])[CH3:33])[CH2:25][CH2:26]1>>[NH:1]([c:2]1[c:3]([C:4](=[O:5])[O:6][CH3:7])[cH:8][c:9]([O:12][CH2:13][c:14]2[cH:15][cH:16][cH:17][cH:18][cH:19]2)[cH:10][cH:11]1)[CH:21]1[CH2:22][CH2:23][N:24]([C:27](=[O:28])[O:29][C:30]([CH3:31])([CH3:32])[CH3:33])[CH2:25][CH2:26]1.